This data is from the Open Reaction Database (ORD), a public repository of structured organic reaction records. The task is: describe an organic reaction: reactants, conditions, products, and yield Starting materials: C(C)OC(CC(=O)N(C=1C(=NC=C(C1)CC1=CC=C(C=C1)F)C(=O)OCC)CCCS(=O)(=O)N1CCCC1)=O (ethyl 3-{[3-(ethyloxy)-3-oxopropanoyl][3-(1-pyrrolidinylsulfonyl)propyl]amino}-5-[(4-fluorophenyl)methyl]-2-pyridinecarboxylate), [O-]CC.[Na+] (sodium ethoxide), ice. Run in O (water), C(C)O (ethanol). Run at time 10 minute. Yields the product FC1=CC=C(C=C1)CC1=CN=C2C(=C(C(N(C2=C1)CCCS(=O)(=O)N1CCCC1)=O)C(=O)OCC)O (ethyl 7-[(4-fluorophenyl)methyl]-4-hydroxy-2-oxo-1-[3-(1-pyrrolidinylsulfonyl)propyl]-1,2-dihydro-1,5-naphthyridine-3-carboxylate). As a reaction SMILES: [CH2:1]([O:3][C:4](=[O:39])[CH2:5][C:6]([N:8]([CH2:28][CH2:29][CH2:30][S:31]([N:34]1[CH2:38][CH2:37][CH2:36][CH2:35]1)(=[O:33])=[O:32])[C:9]1[C:10]([C:23](OCC)=[O:24])=[N:11][CH:12]=[C:13]([CH2:15][C:16]2[CH:21]=[CH:20][C:19]([F:22])=[CH:18][CH:17]=2)[CH:14]=1)=[O:7])[CH3:2].[O-]CC.[Na+]>C(O)C.O>[F:22][C:19]1[CH:20]=[CH:21][C:16]([CH2:15][C:13]2[CH:14]=[C:9]3[C:10]([C:23]([OH:24])=[C:5]([C:4]([O:3][CH2:1][CH3:2])=[O:39])[C:6](=[O:7])[N:8]3[CH2:28][CH2:29][CH2:30][S:31]([N:34]3[CH2:35][CH2:36][CH2:37][CH2:38]3)(=[O:32])=[O:33])=[N:11][CH:12]=2)=[CH:17][CH:18]=1 |f:1.2|. Procedure details: To a cold (0° C.) solution of ethyl 3-{[3-(ethyloxy)-3-oxopropanoyl][3-(1-pyrrolidinylsulfonyl)propyl]amino}-5-[(4-fluorophenyl)methyl]-2-pyridinecarboxylate (275 mg, 0.488 mmol) in ethanol (5 mL) was added sodium ethoxide (347 μL, 3.09 M in ethanol, 1.07 mmol) dropwise. The reaction mixture was warmed to room temperature and stirred 10 minutes, then poured onto ice. Once the ice had melted, the mixture was diluted with water and washed with ethyl acetate. The aqueous layer was acidified with 1 ... Starting materials: [N-]=[N+]=[N-].[Na+] (sodium azide), Cl (HCl), ClC1=NC=C(C=C1)C(C)=O (2-chloro-5-acetylpyridine). The solvent is C(C)O (ethanol), O (water). Yields the product C(C)(=O)C=1C=CC=2N(C1)N=NN2 (6-Acetyl tetrazolo[1,5-a] pyridine). RXN SMILES: Cl[C:2]1[CH:7]=[CH:6][C:5]([C:8](=[O:10])[CH3:9])=[CH:4][N:3]=1.[N-:11]=[N+:12]=[N-:13].[Na+].Cl>C(O)C.O>[C:8]([C:5]1[CH:6]=[CH:7][C:2]2[N:3]([N:11]=[N:12][N:13]=2)[CH:4]=1)(=[O:10])[CH3:9] |f:1.2|. Procedure: To a stirred solution of 8.4 gm. (51.6 mmoles) of 2-chloro-5-acetylpyridine and 8.4 gm. (129 mmoles) of sodium azide in 150 ml of ethanol and 150 ml of water was added 75 ml of 10% HCl over a period of 20 minutes. The reaction mixture was then heated to reflux for 18 hours, cooled in an ice bath and the resulting crystals filtered off to give a first crop of 6.0 gm. A second crop of 1.0 gm. was obtained for a total of 7.0 gm. of A, (84.% yield), m.p. 159°-160° C. The reactants are ClC1=C(C=CC=C1)C1=NC(=NC(=C1C(=O)OCC)C)C1=CC=CC=C1 (Ethyl 4-(2-chlorophenyl)-2-phenyl-6-methyl-5-pyrimidinecarboxylate), [OH-].[K+] (KOH), Cl (HCl). Solvent: C(C)O (ethanol). The product is ClC1=C(C=CC=C1)C1=NC(=NC(=C1C(=O)O)C)C1=CC=CC=C1 (4-(2-chlorophenyl)-2-phenyl-6-methyl-5-pyrimidinecarboxylic acid). Isolated yield 99.6%. Reaction SMILES: [Cl:1][C:2]1[CH:7]=[CH:6][CH:5]=[CH:4][C:3]=1[C:8]1[C:13]([C:14]([O:16]CC)=[O:15])=[C:12]([CH3:19])[N:11]=[C:10]([C:20]2[CH:25]=[CH:24][CH:23]=[CH:22][CH:21]=2)[N:9]=1.[OH-].[K+].Cl>C(O)C>[Cl:1][C:2]1[CH:7]=[CH:6][CH:5]=[CH:4][C:3]=1[C:8]1[C:13]([C:14]([OH:16])=[O:15])=[C:12]([CH3:19])[N:11]=[C:10]([C:20]2[CH:21]=[CH:22][CH:23]=[CH:24][CH:25]=2)[N:9]=1 |f:1.2|. Reported procedure: A mixture of 3.0 g of compound C and 1.43 g of powdered KOH in 20 cc ethanol was heated under reflux for 2 hours. After cooling, the reaction mixture was acidified with 1N HCl, and extracted with chloroform. The extract was dried over magnesium sulfate, and distilled to remove the solvent. Thus, 2.75 g of 4-(2-chlorophenyl)-2-phenyl-6-methyl-5-pyrimidinecarboxylic acid was obtained. Yield: 99.6%. Starting materials: FC(C(=O)O)(F)F.FC(C(=O)O)(F)F.ClC=1C=NC=2NC=3C=CC=C(CCC4=C(C=CC(NC1N2)=C4)NC(=O)C4CCNCC4)C3 (N-[6-chloro-2,4,8,22-tetraazatetracyclo[14.3.1.1(3,7).1(9,13)]docosa-1(20), 3(22),4,6,9(21),10,12,16,18-nonaen-12-yl]piperidine-4-carboxamide bis(trifluoroacetate)), C(C1=CC=CC=C1)(=O)Cl (benzoyl chloride). Yields the product FC(C(=O)O)(F)F.C(C1=CC=CC=C1)(=O)N1CCC(CC1)C(=O)NC=1C=CC=2NC3=C(C=NC(NC=4C=CC=C(CCC1C2)C4)=N3)Cl (1-Benzoyl-N-[6-chloro-2,4,8,22-tetraazatetracyclo[14.3.1.1(3,7).1(9,13)]docosa-1(20),3(22),4,6,9(21),10,12,16,18-nonaen-12-yl]piperidine-4-carboxamide trifluoroacetate). Isolated yield 18.0%. RXN SMILES: [F:1][C:2]([F:7])([F:6])[C:3]([OH:5])=[O:4].FC(F)(F)C(O)=O.[Cl:15][C:16]1[CH:17]=[N:18][C:19]2[NH:20][C:21]3[CH:22]=[CH:23][CH:24]=[C:25]([CH:46]=3)[CH2:26][CH2:27][C:28]3[CH:36]=[C:32]([NH:33][C:34]=1[N:35]=2)[CH:31]=[CH:30][C:29]=3[NH:37][C:38]([CH:40]1[CH2:45][CH2:44][NH:43][CH2:42][CH2:41]1)=[O:39].[C:47](Cl)(=[O:54])[C:48]1[CH:53]=[CH:52][CH:51]=[CH:50][CH:49]=1>>[F:1][C:2]([F:7])([F:6])[C:3]([OH:5])=[O:4].[C:47]([N:43]1[CH2:44][CH2:45][CH:40]([C:38]([NH:37][C:29]2[CH:30]=[CH:31][C:32]3[NH:33][C:34]4[N:35]=[C:19]([NH:20][C:21]5[CH:22]=[CH:23][CH:24]=[C:25]([CH:46]=5)[CH2:26][CH2:27][C:28]=2[CH:36]=3)[N:18]=[CH:17][C:16]=4[Cl:15])=[O:39])[CH2:41][CH2:42]1)(=[O:54])[C:48]1[CH:53]=[CH:52][CH:51]=[CH:50][CH:49]=1 |f:0.1.2,4.5|. Reported procedure: The desired compound was prepared according to the procedure of Example A20, using N-[6-chloro-2,4,8,22-tetraazatetracyclo[14.3.1.1(3,7).1(9,13)]docosa-1(20), 3(22),4,6,9(21),10,12,16,18-nonaen-12-yl]piperidine-4-carboxamide bis(trifluoroacetate) and benzoyl chloride as starting materials in 18% yield. LCMS for C31H30ClN6O2 (M+H)+: m/z=553.2. Starting materials: CC(C)(C)OC(=O)N1CCC(C(F)F)C(O)C1, CCCCc1nnc(Cl)cc1-c1ccc(OC2CCCCC2)cc1, C1CCOC1, [H-], [Na+]. Yields the product CCCCc1nnc(OC2CN(C(=O)OC(C)(C)C)CCC2C(F)F)cc1-c1ccc(OC2CCCCC2)cc1. As a reaction SMILES: [C:1]([CH3:2])([CH3:3])([CH3:4])[O:5][C:6](=[O:7])[N:8]1[CH2:9][CH:10]([OH:17])[CH:11]([CH:14]([F:15])[F:16])[CH2:12][CH2:13]1.[CH2:20]([CH2:21][CH2:22][CH3:23])[c:24]1[n:25][n:26][c:27]([Cl:43])[cH:28][c:29]1-[c:30]1[cH:31][cH:32][c:33]([O:36][CH:37]2[CH2:38][CH2:39][CH2:40][CH2:41][CH2:42]2)[cH:34][cH:35]1.[CH2:44]1[O:45][CH2:46][CH2:47][CH2:48]1.[H-:18].[Na+:19]>>[C:1]([CH3:2])([CH3:3])([CH3:4])[O:5][C:6](=[O:7])[N:8]1[CH2:9][CH:10]([O:17][c:27]2[n:26][n:25][c:24]([CH2:20][CH2:21][CH2:22][CH3:23])[c:29](-[c:30]3[cH:31][cH:32][c:33]([O:36][CH:37]4[CH2:38][CH2:39][CH2:40][CH2:41][CH2:42]4)[cH:34][cH:35]3)[cH:28]2)[CH:11]([CH:14]([F:15])[F:16])[CH2:12][CH2:13]1. RXN SMILES: [CH2:1]([N:8]([C:11]1[CH:16]=[CH:15][CH:14]=[CH:13][CH:12]=1)[CH2:9][CH3:10])[C:2]1[CH:7]=[CH:6][CH:5]=[CH:4][CH:3]=1.[Br:17]C1C(=O)C(Br)=CC(Br)(Br)C=1>ClCCl>[CH2:1]([N:8]([C:11]1[CH:16]=[CH:15][C:14]([Br:17])=[CH:13][CH:12]=1)[CH2:9][CH3:10])[C:2]1[CH:7]=[CH:6][CH:5]=[CH:4][CH:3]=1. Conditions: time 20 hour. Yields the product C(C1=CC=CC=C1)N(CC)C1=CC=C(C=C1)Br (N-benzyl-N-(4-bromophenyl)-N-ethylamine). Run in ClCCl (dichloromethane). Procedure details: N-benzyl-N-phenyl-N-ethylamine (2.25 g, 0.0107 mol) was dissolved in anhydrous dichloromethane (80 mL) and 2,4,4,6-tetrabromocyclohexadiene-1-one (4.36 g, 0.0107 mol) was added in 6 equal portions over a 20 min. period. Stirring was continued at ambient temperature for 20 hours; the organic phase was successively washed with 0.5N solution of sodium hydroxide in water (50 mL), 1N solution of sodium hydroxide in water (50 mL), water (70 mL) and brine (75 mL). The organic phase was dried with magne... The yield is 76.6%. Reactants: C(C1=CC=CC=C1)N(CC)C1=CC=CC=C1 (N-benzyl-N-phenyl-N-ethylamine), BrC=1C(C(=CC(C1)(Br)Br)Br)=O (2,4,4,6-tetrabromocyclohexadiene-1-one). Starting materials: C(C)OC=1C(=C(C(C#N)=CC1OCC)C#N)F (4,5-diethoxy-3-fluorophthalonitrile). The reagents and catalysts are [Pt]=O (platinum oxide). Run in C(C)(=O)OCC.C(C)O.CO (ethyl acetate ethanol methanol). Reaction conditions: time 4 day. Yields the product C(C)OC=1C(=C2C(=NCC2=CC1OCC)N)F (5,6-Diethoxy-4-fluoro-1H-3-isoindoleamine). The yield is 20.0%. RXN SMILES: [CH2:1]([O:3][C:4]1[C:5]([F:17])=[C:6]([C:15]#[N:16])[C:7](=[CH:10][C:11]=1[O:12][CH2:13][CH3:14])[C:8]#[N:9])[CH3:2]>C(OCC)(=O)C.C(O)C.CO.[Pt]=O>[CH2:1]([O:3][C:4]1[C:5]([F:17])=[C:6]2[C:7](=[CH:10][C:11]=1[O:12][CH2:13][CH3:14])[CH2:8][N:9]=[C:15]2[NH2:16])[CH3:2] |f:1.2.3|. Procedure: After dissolving 4,5-diethoxy-3-fluorophthalonitrile (103 g) in ethyl acetate-ethanol-methanol (600 ml-600 ml-300 ml), platinum oxide (8 g) was added and the mixture was stirred at room temperature for 4 days under a hydrogen stream. The reaction mixture was filtered through celite, the organic layer was distilled off under reduced pressure and the residue was purified by silica gel column chromatography (solvent: n-hexane-ethyl acetate) to yield the title compound (21 g) as yellow crystals. Starting materials: C1CCOC1, CC(C)(C)[O-], COc1cc2c(cn1)CCCC2, [K+], CC(C)(C)ON=O. The product is COc1cc2c(cn1)CCCC2=NO. As a reaction SMILES: [CH2:26]1[O:27][CH2:28][CH2:29][CH2:30]1.[CH3:13][C:14]([CH3:15])([O-:16])[CH3:17].[CH3:1][O:2][c:3]1[n:4][cH:5][c:6]2[c:11]([cH:12]1)[CH2:10][CH2:9][CH2:8][CH2:7]2.[K+:18].[N:19](=[O:20])[O:21][C:22]([CH3:23])([CH3:24])[CH3:25]>>[CH3:1][O:2][c:3]1[n:4][cH:5][c:6]2[c:11]([cH:12]1)[C:10](=[N:19][OH:20])[CH2:9][CH2:8][CH2:7]2. Reactants: solution, C[Li] (methyl lithium), BrC1=CC=C(C=C1)N=CC1=CC=CC=C1 (N-(4-bromophenyl)-N-(1-phenylmethylidene)amine). Solvent: C(C)OCC (diethyl ether), C1(=CC=CC=C1)C (toluene). Run at temperature -40 celsius, time 3 hour. Product: BrC1=CC=C(C=C1)NC(C)C1=CC=CC=C1 (N-(4-bromophenyl)-N-(1-phenylethyl)amine). As a reaction SMILES: [Br:1][C:2]1[CH:7]=[CH:6][C:5]([N:8]=[CH:9][C:10]2[CH:15]=[CH:14][CH:13]=[CH:12][CH:11]=2)=[CH:4][CH:3]=1.[CH3:16][Li]>C1(C)C=CC=CC=1.C(OCC)C>[Br:1][C:2]1[CH:3]=[CH:4][C:5]([NH:8][CH:9]([C:10]2[CH:11]=[CH:12][CH:13]=[CH:14][CH:15]=2)[CH3:16])=[CH:6][CH:7]=1. Reported procedure: To a solution of N-(4-bromophenyl)-N-(1-phenylmethylidene)amine (1.0 g, 0.00385 mol) in toluene (30 mL) cooled to −78° C., a 1.4M solution of methyl lithium in diethyl ether (5.5 mL) was added dropwise keeping the temperature below −75° C. The solution was warmed up to −40° C. and stirred at this temperature under an atmosphere of nitrogen for 3 hours. The reaction mixture was quenched by a dropwise addition of water and the layers were separated. The organic phase was washed with brine (50 mL),... Starting materials: OC1=CC=C(C=C1)B(O)O (4-hydroxyphenylboronic acid), BrC=1C=C(C=CC1N1CCN(CC1)S(=O)(=O)C=1SC=CC1)C(C(F)(F)F)(C(F)(F)F)O (2-(3-bromo-4-(4-(2-thiophenylsulfonyl)-1-piperazinyl)phenyl)-1,1,1,3,3,3-hexafluoro-2-propanol). The product is FC(C(C(F)(F)F)(O)C=1C=CC=C(C1)C1=CC=C(C=C1)O)(F)F (5′-(2,2,2-trifluoro-1-hydroxy-1-(trifluoromethyl)ethyl)-4-biphenylol). RXN SMILES: [OH:1][C:2]1[CH:7]=[CH:6][C:5](B(O)O)=[CH:4][CH:3]=1.Br[C:12]1[CH:13]=[C:14]([C:32]([OH:41])([C:37]([F:40])([F:39])[F:38])[C:33]([F:36])([F:35])[F:34])[CH:15]=[CH:16][C:17]=1N1CCN(S(C2SC=CC=2)(=O)=O)CC1>>[F:34][C:33]([F:35])([F:36])[C:32]([C:14]1[CH:15]=[CH:16][CH:17]=[C:12]([C:5]2[CH:6]=[CH:7][C:2]([OH:1])=[CH:3][CH:4]=2)[CH:13]=1)([OH:41])[C:37]([F:38])([F:40])[F:39]. Procedure details: Following the procedure outlined for Example 69, 4-hydroxyphenylboronic acid (19.2 mg, 0.139 mmol) was coupled to 2-(3-bromo-4-(4-(2-thiophenylsulfonyl)-1-piperazinyl)phenyl)-1,1,1,3,3,3-hexafluoro-2-propanol, the reaction mixture was filtered, concentrated, and the residue was subjected to reverse-phase preparative HPLC using a Phenomenex Gemini-NX (C18 110 A column (100×21 mm, 5 μm) eluting with 0.1% NH4OH in CH3CN/H2O (5% to 95% over 8 min)) to afford 2′44-(2-thiophenylsulfonyl)-1-piperazinyl...